The task is: describe an organic reaction: reactants, conditions, products, and yield. This data is from the Open Reaction Database (ORD), a public repository of structured organic reaction records. The reactants are Cl.NCC(CCC(=O)O)=O (5-aminolevulinic acid hydrochloride), C(CCCCC)O (n-hexanol). Reagents/catalysts: Cl (hydrochloride). Reaction conditions: time 3 day. Yields the product Cl.NCC(CCC(=O)OCCCCCC)=O (n-hexyl 5-aminolevulinate hydrochloride). Yield: 79.9%. As a reaction SMILES: [ClH:1].[NH2:2][CH2:3][C:4](=[O:10])[CH2:5][CH2:6][C:7]([OH:9])=[O:8].[CH2:11](O)[CH2:12][CH2:13][CH2:14][CH2:15][CH3:16]>Cl>[ClH:1].[NH2:2][CH2:3][C:4](=[O:10])[CH2:5][CH2:6][C:7]([O:9][CH2:11][CH2:12][CH2:13][CH2:14][CH2:15][CH3:16])=[O:8] |f:0.1,4.5|. Procedure: 2 grams of 5-aminolevulinic acid hydrochloride was dissolved in 25 grams of dry n-hexanol with 5-6 drops of conc. hydrochloride added in a 50 ml glass reactor equipped with a reflux condenser and a thermometer. The reaction mixture was held at 50-60° C. for approx. 3 days. The excess n-hexanol was removed under vacuum and the product finally dried under high vacuum, giving 2.4 grams of n-hexyl 5-aminolevulinate hydrochloride. The structure was confirmed by 1H-NMR spectroscopy in DMSO-d6. Starting materials: CCc1cc(C=O)c(F)c(O[Si](C)(C)C(C)(C)C)c1, CCCC[N+](CCCC)(CCCC)CCCC, C1CCOC1, CCOC(C)=O, [F-]. Product: CCc1ccc(F)c(O[Si](C)(C)C(C)(C)C)c1. Reaction SMILES: [C:1]([CH3:2])([CH3:3])([CH3:4])[Si:5]([O:6][c:7]1[c:8]([F:17])[c:9]([CH:10]=[O:11])[cH:12][c:13]([CH2:15][CH3:16])[cH:14]1)([CH3:18])[CH3:19].[CH2:21]([N+:22]([CH2:23][CH2:24][CH2:25][CH3:26])([CH2:27][CH2:28][CH2:29][CH3:30])[CH2:31][CH2:32][CH2:33][CH3:34])[CH2:35][CH2:36][CH3:37].[CH2:38]1[O:39][CH2:40][CH2:41][CH2:42]1.[CH3:43][CH2:44][O:45][C:46]([CH3:47])=[O:48].[F-:20]>>[C:1]([CH3:2])([CH3:3])([CH3:4])[Si:5]([O:6][c:7]1[c:8]([F:17])[cH:9][cH:12][c:13]([CH2:15][CH3:16])[cH:14]1)([CH3:18])[CH3:19]. Reactants: Cl (HCl), FC1=C(N)C=C(C(=C1)Cl)OC1CCCC1 (2-fluoro-4-chloro-5-cyclopentyloxyaniline), C(C(=O)Cl)(=O)Cl (oxalyl chloride). Solvent: C1(=CC=CC=C1)C (toluene), C1(=CC=CC=C1)C (toluene). As a reaction SMILES: [F:1][C:2]1[CH:8]=[C:7]([Cl:9])[C:6]([O:10][CH:11]2[CH2:15][CH2:14][CH2:13][CH2:12]2)=[CH:5][C:3]=1[NH2:4].C(Cl)(=O)[C:17](Cl)=[O:18].Cl>C1(C)C=CC=CC=1>[F:1][C:2]1[CH:8]=[C:7]([Cl:9])[C:6]([O:10][CH:11]2[CH2:15][CH2:14][CH2:13][CH2:12]2)=[CH:5][C:3]=1[N:4]=[C:17]=[O:18]. Isolated yield 86.0%. Product: FC1=C(C=C(C(=C1)Cl)OC1CCCC1)N=C=O (2-fluoro-4-chloro-5-cylcopentyloxyphenyl isocyanate). Reported procedure: A solution of 2-fluoro-4-chloro-5-cyclopentyloxyaniline (1.0 g, 5 mmol) in toluene (50 mL) was added dropwise to a solution of oxalyl chloride (2.0 g, 10 mmol) in toluene (20 mL) with stirring. The reaction mixture was stirred at room temperature for 1 hour and then heated to reflux for 4 hours until HCl evolution ceased. The mixture was cooled down to room temperature and the solvents were removed at reduced pressure to give 1.1 g of 2-fluoro-4-chloro-5-cylcopentyloxyphenyl isocyanate as an oil... The reactants are C(#N)C1=CC=C(C=C1)N1CCN(CC1)[C@@H]1[C@@H](CN(CC1)CC(=O)OCC)CC(=O)OCC ((+/-)-cis-diethyl 4-[4-(4-cyanophenyl)-1-piperazinyl]-1,3-piperidinediacetate), C(C1=CC=CC=C1)(=O)[C@]([C@](C(=O)O)(O)C(C1=CC=CC=C1)=O)(O)C(=O)O ((-)-dibenzoyl-L-tartaric acid). Solvent: mixed solvent, C(C)(=O)OCC.C(C)(C)OC(C)C (ethyl acetate diisopropyl ether). Product: C(C1=CC=CC=C1)(=O)[C@@]([C@@](C(=O)O)(O)C(C1=CC=CC=C1)=O)(O)C(=O)O.C(#N)C1=CC=C(C=C1)N1CCN(CC1)[C@@H]1[C@@H](CN(CC1)CC(=O)OCC)CC(=O)OCC ((-)-cis-diethyl 4-[4-(4-cyanophenyl)-1-piperazinyl]-1,3-piperidinediacetate (-)-dibenzoyl-D-tartrate). Isolated yield 5.6%. RXN SMILES: [C:1]([C:3]1[CH:8]=[CH:7][C:6]([N:9]2[CH2:14][CH2:13][N:12]([C@H:15]3[CH2:20][CH2:19][N:18]([CH2:21][C:22]([O:24][CH2:25][CH3:26])=[O:23])[CH2:17][C@H:16]3[CH2:27][C:28]([O:30][CH2:31][CH3:32])=[O:29])[CH2:11][CH2:10]2)=[CH:5][CH:4]=1)#[N:2].[C:33]([C@@:41]([C:56]([OH:58])=[O:57])([OH:55])[C@@:42]([C:47](=[O:54])[C:48]1[CH:53]=[CH:52][CH:51]=[CH:50][CH:49]=1)([OH:46])[C:43]([OH:45])=[O:44])(=[O:40])[C:34]1[CH:39]=[CH:38][CH:37]=[CH:36][CH:35]=1>C(OCC)(=O)C.C(OC(C)C)(C)C>[C:47]([C@:42]([C:43]([OH:45])=[O:44])([OH:46])[C@:41]([C:33](=[O:40])[C:34]1[CH:39]=[CH:38][CH:37]=[CH:36][CH:35]=1)([OH:55])[C:56]([OH:58])=[O:57])(=[O:54])[C:48]1[CH:53]=[CH:52][CH:51]=[CH:50][CH:49]=1.[C:1]([C:3]1[CH:8]=[CH:7][C:6]([N:9]2[CH2:10][CH2:11][N:12]([C@H:15]3[CH2:20][CH2:19][N:18]([CH2:21][C:22]([O:24][CH2:25][CH3:26])=[O:23])[CH2:17][C@H:16]3[CH2:27][C:28]([O:30][CH2:31][CH3:32])=[O:29])[CH2:13][CH2:14]2)=[CH:5][CH:4]=1)#[N:2] |f:2.3,4.5|. Reported procedure: 6.3 g of (+/-)-cis-diethyl 4-[4-(4-cyanophenyl)-1-piperazinyl]-1,3-piperidinediacetate and 5.4 g of (-)-dibenzoyl-L-tartaric acid were dissolved in 180 ml of a mixed solvent of ethyl acetate/diisopropyl ether (1/1) and subjected to resolving crystallization. The crystals obtained were recrystallized several times from a mixed solvent of ethyl acetate/diisopropyl ether (1/1), whereby was obtained 640 mg of (-)-cis-diethyl 4-[4-(4-cyanophenyl)-1-piperazinyl]-1,3-piperidinediacetate (-)-dibenzoyl-D... Starting materials: N1=CNCC2=CC=C(C=C12)C=1C(CC(NN1)=O)C (4,5-dihydro-6-(3,4-dihydroquinazolin-7-yl)-5-methyl-3(2H)-pyridazinone). Isolated yield 80.7%. Reported procedure: In 20 ml of chloroform was dissolved 0.25 g of Compound 71 obtained in Example 71, and 2.0 g of manganese dioxide was added to the solution, followed by stirring at room temperature for 1 hour. Insoluble substances were filtered off, and the filtrate was concentrated. The residue was crystallized by the addition of diethyl ether to give 0.2 g (83%) of 4,5-dihydro-5-methyl-6-(7-quinazolinyl)-3(2H)-pyridazinone (Compound 54). The product is CC1CC(NN=C1C1=CC=C2C=NC=NC2=C1)=O (4,5-dihydro-5-methyl-6-(7-quinazolinyl)-3(2H)-pyridazinone). Solvent: C(Cl)(Cl)Cl (chloroform). Reaction conditions: time 1 hour. The reagents and catalysts are [O-2].[O-2].[Mn+4] (manganese dioxide). RXN SMILES: [N:1]1[C:10]2[C:5](=[CH:6][CH:7]=[C:8]([C:11]3[CH:12]([CH3:18])[CH2:13][C:14](=[O:17])[NH:15][N:16]=3)[CH:9]=2)[CH2:4][NH:3][CH:2]=1>C(Cl)(Cl)Cl.[O-2].[O-2].[Mn+4]>[CH3:18][CH:12]1[C:11]([C:8]2[CH:9]=[C:10]3[C:5]([CH:4]=[N:3][CH:2]=[N:1]3)=[CH:6][CH:7]=2)=[N:16][NH:15][C:14](=[O:17])[CH2:13]1 |f:2.3.4|. Reactants: COC(=O)COc1ccc(CC(C)N2CCOC(c3cccc(Cl)n3)C2)cc1, CO, Cl, [Na+], C1COCCO1, [OH-]. Yields the product CC(Cc1ccc(OCC(=O)O)cc1)N1CCOC(c2cccc(Cl)n2)C1. RXN SMILES: [C:1](=[O:2])([O:3][CH3:4])[CH2:5][O:6][c:7]1[cH:8][cH:9][c:10]([CH2:13][CH:14]([CH3:15])[N:16]2[CH2:17][CH:18]([c:22]3[n:23][c:24]([Cl:28])[cH:25][cH:26][cH:27]3)[O:19][CH2:20][CH2:21]2)[cH:11][cH:12]1.[CH3:38][OH:39].[ClH:37].[Na+:36].[O:29]1[CH2:30][CH2:31][O:32][CH2:33][CH2:34]1.[OH-:35]>>[C:1](=[O:2])([OH:3])[CH2:5][O:6][c:7]1[cH:8][cH:9][c:10]([CH2:13][CH:14]([CH3:15])[N:16]2[CH2:17][CH:18]([c:22]3[n:23][c:24]([Cl:28])[cH:25][cH:26][cH:27]3)[O:19][CH2:20][CH2:21]2)[cH:11][cH:12]1. Starting materials: C(C)[C@]1(CC(OCC=2C(N3CC=4C(=NC=5C=C(C=CC5C4)F)C3=CC21)=O)=O)O ((5R)-5-ethyl-9-fluoro-5-hydroxy-4,5,13,15-tetrahydro-1H,3H-oxepino[3′,4′:6,7]indolizino[1,2-b]quinoline-3,15-dione), C(CCCCC)=O (hexanal). The product is C(C)[C@]1(CC(OCC=2C(N3CC=4C(=NC=5C=C(C=CC5C4CCCCC)F)C3=CC21)=O)=O)O ((5R)-5-ethyl-9-fluoro-5-hydroxy-12-pentyl-4,5,13,15-tetrahydro-1H,3H-oxepino[3′,4′:6,7]indolizino[1,2-b]quinoline-3,15-dione). Reaction SMILES: [CH2:1]([C@:3]1([OH:28])[C:25]2[CH:24]=[C:23]3[N:10]([CH2:11][C:12]4[C:13]3=[N:14][C:15]3[CH:16]=[C:17]([F:22])[CH:18]=[CH:19][C:20]=3[CH:21]=4)[C:9](=[O:26])[C:8]=2[CH2:7][O:6][C:5](=[O:27])[CH2:4]1)[CH3:2].[CH:29](=O)[CH2:30][CH2:31][CH2:32][CH2:33]C>>[CH2:1]([C@:3]1([OH:28])[C:25]2[CH:24]=[C:23]3[N:10]([CH2:11][C:12]4[C:13]3=[N:14][C:15]3[CH:16]=[C:17]([F:22])[CH:18]=[CH:19][C:20]=3[C:21]=4[CH2:29][CH2:30][CH2:31][CH2:32][CH3:33])[C:9](=[O:26])[C:8]=2[CH2:7][O:6][C:5](=[O:27])[CH2:4]1)[CH3:2]. Procedure details: The product of Example 84 is treated with hexanal according to a procedure similar to Stage 95e in order to produce the expected solid.